This data is from the Open Reaction Database (ORD), a public repository of structured organic reaction records. The task is: describe an organic reaction: reactants, conditions, products, and yield Reactants: NCCO (2-Aminoethanol), ClC=1C(N(S(C1C1=CC=CC=C1)(=O)=O)C(C)C)=O (4-Chloro-2-isopropyl-5-phenylisothiazol-3(2H)-one 1,1-dioxide), TEA. Run in CCOC(=O)C (EtOAc), CN(C)C=O (DMF). Reaction conditions: temperature 120 celsius. Yields the product OCCNC=1C(N(S(C1C1=CC=CC=C1)(=O)=O)C(C)C)=O (4-[(2-Hydroxyethyl)amino]-2-isopropyl-5-phenylisothiazol-3(2H)-one 1,1-dioxide). Isolated yield 98.8%. RXN SMILES: Cl[C:2]1[C:3](=[O:18])[N:4]([CH:15]([CH3:17])[CH3:16])[S:5](=[O:14])(=[O:13])[C:6]=1[C:7]1[CH:12]=[CH:11][CH:10]=[CH:9][CH:8]=1.[NH2:19][CH2:20][CH2:21][OH:22]>CN(C=O)C.CCOC(C)=O>[OH:22][CH2:21][CH2:20][NH:19][C:2]1[C:3](=[O:18])[N:4]([CH:15]([CH3:17])[CH3:16])[S:5](=[O:14])(=[O:13])[C:6]=1[C:7]1[CH:12]=[CH:11][CH:10]=[CH:9][CH:8]=1. Procedure: 4-Chloro-2-isopropyl-5-phenylisothiazol-3(2H)-one 1,1-dioxide (1.10 g, 3.85 mmol) was dissolved in dry DMF (10 mL) under nitrogen atmosphere. 2-Aminoethanol (0.28 g, 4.62 mmol) was added followed by TEA (0.58 g, 5.77 mmol). The reaction mixture was heated in a microwave reactor at 120° C. for 15 mins. The mixture was diluted with EtOAc, washed with saturated aqueous NaHCO3, dried with Na2SO4, filtered and evaporated. The residue was purified on a Biotage Horizon HPFC system using Heptane and EtO... The reactants are C(=O)C1=C(C(N(CO1)C(C)(C1=CC=CC=C1)C)=O)C1=CC=CC=C1 (6-Formyl-3-(1-methyl-1-phenylethyl)-5-phenyl-2,3-dihydro-4H-1,3-oxazin-4-one), Cl.NO (hydroxylamine hydrochloric acid), C(C)(=O)[O-].[Na+] (sodium acetate). Solvent: C(C)O (ethanol). Reaction conditions: time 1 hour. Product: ON=CC1=C(C(N(CO1)C(C)(C1=CC=CC=C1)C)=O)C1=CC=CC=C1 (6-Hydroxyiminomethyl-3-(1-methyl-1-phenylethyl)-5-phenyl-2,3-dihydro-4H-1,3-oxazin-4-one). The yield is 86.0%. RXN SMILES: [CH:1]([C:3]1[O:8][CH2:7][N:6]([C:9]([CH3:17])([C:11]2[CH:16]=[CH:15][CH:14]=[CH:13][CH:12]=2)[CH3:10])[C:5](=[O:18])[C:4]=1[C:19]1[CH:24]=[CH:23][CH:22]=[CH:21][CH:20]=1)=O.Cl.[NH2:26][OH:27].C([O-])(=O)C.[Na+]>C(O)C>[OH:27][N:26]=[CH:1][C:3]1[O:8][CH2:7][N:6]([C:9]([CH3:17])([C:11]2[CH:16]=[CH:15][CH:14]=[CH:13][CH:12]=2)[CH3:10])[C:5](=[O:18])[C:4]=1[C:19]1[CH:24]=[CH:23][CH:22]=[CH:21][CH:20]=1 |f:1.2,3.4|. Procedure: 6-Formyl-3-(1-methyl-1-phenylethyl)-5-phenyl-2,3-dihydro-4H-1,3-oxazin-4-one (Compound No. 121, 2.87 g) was dissolved in ethanol (30 ml), and an aqueous solution (15 ml) of hydroxylamine hydrochloric acid (0.65 g) and sodium acetate (1.30 g) was added slowly thereto at room temperature. After stirring for one hour, ethanol was removed by evaporation, and filtered after adding water. The solid product obtained was rinsed with water and dried to afford the captioned compound (2.59 g, yield 86%).